From a dataset of the Open Reaction Database (ORD), a public repository of structured organic reaction records. describe an organic reaction: reactants, conditions, products, and yield Starting materials: Clc1ccccc1-c1cc(Cl)n2ncc(Br)c2n1, CC(C)(C)OC(=O)N1CCCCC1CCN, C1COCCO1, CCN(C(C)C)C(C)C. Product: CC(C)(C)OC(=O)N1CCCCC1CCNc1cc(-c2ccccc2Cl)nc2c(Br)cnn12. Reaction SMILES: [Br:1][c:2]1[cH:3][n:4][n:5]2[c:6]1[n:7][c:8](-[c:12]1[c:13]([Cl:18])[cH:14][cH:15][cH:16][cH:17]1)[cH:9][c:10]2[Cl:11].[C:19]([CH3:20])([CH3:21])([CH3:22])[O:23][C:24](=[O:25])[N:26]1[CH:27]([CH2:32][CH2:33][NH2:34])[CH2:28][CH2:29][CH2:30][CH2:31]1.[CH2:44]1[O:45][CH2:46][CH2:47][O:48][CH2:49]1.[CH:35]([N:36]([CH:37]([CH3:38])[CH3:39])[CH2:40][CH3:41])([CH3:42])[CH3:43]>>[Br:1][c:2]1[cH:3][n:4][n:5]2[c:6]1[n:7][c:8](-[c:12]1[c:13]([Cl:18])[cH:14][cH:15][cH:16][cH:17]1)[cH:9][c:10]2[NH:34][CH2:33][CH2:32][CH:27]1[N:26]([C:24]([O:23][C:19]([CH3:20])([CH3:21])[CH3:22])=[O:25])[CH2:31][CH2:30][CH2:29][CH2:28]1. Reactants: CO, COCOc1cc(C(F)(F)F)ccc1[N+](=O)[O-]. Yields the product COCOc1cc(C(F)(F)F)ccc1N. RXN SMILES: [CH3:18][OH:19].[CH3:1][O:2][CH2:3][O:4][c:5]1[c:6]([N+:15]([O-:16])=[O:17])[cH:7][cH:8][c:9]([C:11]([F:12])([F:13])[F:14])[cH:10]1>>[CH3:1][O:2][CH2:3][O:4][c:5]1[c:6]([NH2:15])[cH:7][cH:8][c:9]([C:11]([F:12])([F:13])[F:14])[cH:10]1. The reactants are CN(CCNC(=O)C=1C=C(C(=O)OC)C=C(C1)O)C (methyl 3-[(2-dimethylaminoethyl)carbamoyl]-5-hydroxybenzoate), N1=C(C=CC=C1C)C (2,6-lutidine), O (water), FC(S(=O)(=O)OS(=O)(=O)C(F)(F)F)(F)F (trifluoromethanesulfonic anhydride). Reagents/catalysts: CN(C1=CC=NC=C1)C (4-(dimethylamino)pyridine). Solvent: ClCCl (dichloromethane). Run at time 4 hour. The product is FC(S(=O)(=O)O)(F)F.CN(CCNC(=O)C=1C=C(C(=O)OC)C=C(C1)OS(=O)(=O)C(F)(F)F)C (methyl 3-[(2-dimethylaminoethyl)carbamoyl]-5-trifluoromethylsulfonyloxybenzoate trifluoromethanesulfonate). RXN SMILES: [CH3:1][N:2]([CH3:19])[CH2:3][CH2:4][NH:5][C:6]([C:8]1[CH:9]=[C:10]([CH:15]=[C:16]([OH:18])[CH:17]=1)[C:11]([O:13][CH3:14])=[O:12])=[O:7].N1C(C)=CC=CC=1C.[F:28][C:29]([F:42])([F:41])[S:30]([O:33]S(C(F)(F)F)(=O)=O)(=[O:32])=[O:31].O>CN(C)C1C=CN=CC=1.ClCCl>[F:28][C:29]([F:42])([F:41])[S:30]([OH:33])(=[O:32])=[O:31].[CH3:19][N:2]([CH3:1])[CH2:3][CH2:4][NH:5][C:6]([C:8]1[CH:9]=[C:10]([CH:15]=[C:16]([O:18][S:30]([C:29]([F:42])([F:41])[F:28])(=[O:32])=[O:31])[CH:17]=1)[C:11]([O:13][CH3:14])=[O:12])=[O:7] |f:6.7|. Reported procedure: To a mixture of methyl 3-[(2-dimethylaminoethyl)carbamoyl]-5-hydroxybenzoate (11.9 g), 2,6-lutidine (6.25 ml) and 4-(dimethylamino)pyridine (0.84 g) in dichloromethane (240 ml) was added dropwise trifluoromethanesulfonic anhydride (9.02 ml) at -30° C. over 30 minutes. After stirring at room temperature for 4 hours, water (100 ml) was added to the reaction mixture. Two phases were separated and the aqueous layer was extracted with dichloromethane. The organic layers were combined, washed with wat... Starting materials: O=C(O)c1ccc(Cl)c([N+](=O)[O-])c1, Cl, [Na+], [OH-], O. The product is O=C(O)c1ccc(O)c([N+](=O)[O-])c1. Reaction SMILES: [Cl:4][c:5]1[c:6]([N+:14](=[O:15])[O-:16])[cH:7][c:8]([C:9](=[O:10])[OH:11])[cH:12][cH:13]1.[ClH:3].[Na+:2].[OH-:1].[OH2:17]>>[OH:1][c:5]1[c:6]([N+:14](=[O:15])[O-:16])[cH:7][c:8]([C:9](=[O:10])[OH:11])[cH:12][cH:13]1. Reactants: ClC(=O)N1C2=C(NC(C3=C1C=CC=C3)=O)C=CC=N2 (11-(chlorocarbonyl)-5,11-dihydro-6H-pyrido[2,3-b][1,4]benzodiazepin-6-one), N1(CCCC1)CC1N(CCCC1)CCN (2-[2-[(pyrrolidin-1-yl)methyl]-piperidin-1-yl]ethanamine). Solvent: C(C)#N (acetonitrile). Yields the product N1(CCCC1)CC1N(CCCC1)CCNC(=O)N1C2=C(NC(C3=C1C=CC=C3)=O)C=CC=N2 (5,11-Dihydro-11-[[[2-[2-[(pyrrolidin-1-yl)methyl]-piperidin-1-yl]ethyl]amino]carbonyl]-6H-pyrido[2,3-b][1,4]benzodiazepin-6-one). The yield is 44.0%. RXN SMILES: Cl[C:2]([N:4]1[C:10]2[CH:11]=[CH:12][CH:13]=[CH:14][C:9]=2[C:8](=[O:15])[NH:7][C:6]2[CH:16]=[CH:17][CH:18]=[N:19][C:5]1=2)=[O:3].[N:20]1([CH2:25][CH:26]2[CH2:31][CH2:30][CH2:29][CH2:28][N:27]2[CH2:32][CH2:33][NH2:34])[CH2:24][CH2:23][CH2:22][CH2:21]1>C(#N)C>[N:20]1([CH2:25][CH:26]2[CH2:31][CH2:30][CH2:29][CH2:28][N:27]2[CH2:32][CH2:33][NH:34][C:2]([N:4]2[C:10]3[CH:11]=[CH:12][CH:13]=[CH:14][C:9]=3[C:8](=[O:15])[NH:7][C:6]3[CH:16]=[CH:17][CH:18]=[N:19][C:5]2=3)=[O:3])[CH2:21][CH2:22][CH2:23][CH2:24]1. Procedure details: Prepared analogously to Example 2 from 11-(chlorocarbonyl)-5,11-dihydro-6H-pyrido[2,3-b][1,4]benzodiazepin-6-one and 2-[2-[(pyrrolidin-1-yl)methyl]-piperidin-1-yl]ethanamine in a yield of 44% of theory. Colourless crystals, m.p. 198° C. (from acetonitrile using fuller's earth). Starting materials: COc1cc(C(OC(C)=O)C(=O)O)cc(OC)c1OC, O=C(n1ccnc1)n1ccnc1, CNC(C)c1cccc(OC)c1, ClCCl. Product: COc1cccc(C(C)N(C)C(=O)C(OC(C)=O)c2cc(OC)c(OC)c(OC)c2)c1. RXN SMILES: [C:1]([CH3:2])(=[O:3])[O:4][CH:5]([C:6](=[O:7])[OH:8])[c:9]1[cH:10][c:11]([O:19][CH3:20])[c:12]([O:17][CH3:18])[c:13]([O:15][CH3:16])[cH:14]1.[C:21]([n:22]1[cH:23][cH:24][n:25][cH:26]1)([n:27]1[cH:28][cH:29][n:30][cH:31]1)=[O:32].[CH3:33][O:34][c:35]1[cH:36][c:37]([CH:41]([CH3:42])[NH:43][CH3:44])[cH:38][cH:39][cH:40]1.[Cl:45][CH2:46][Cl:47]>>[C:1]([CH3:2])(=[O:3])[O:4][CH:5]([C:6](=[O:8])[N:43]([CH:41]([c:37]1[cH:36][c:35]([O:34][CH3:33])[cH:40][cH:39][cH:38]1)[CH3:42])[CH3:44])[c:9]1[cH:10][c:11]([O:19][CH3:20])[c:12]([O:17][CH3:18])[c:13]([O:15][CH3:16])[cH:14]1.